From a dataset of the Open Reaction Database (ORD), a public repository of structured organic reaction records. describe an organic reaction: reactants, conditions, products, and yield The reactants are COC(=O)C(OC)C(O)c1cccc(OCc2ccccc2)c1, CN(C)c1ccncc1, ClCCl, CS(=O)(=O)Cl. Yields the product COC(=O)C(=Cc1cccc(OCc2ccccc2)c1)OC. As a reaction SMILES: [CH3:1][O:2][C:3]([CH:4]([CH:5]([OH:6])[c:7]1[cH:8][c:9]([O:13][CH2:14][c:15]2[cH:16][cH:17][cH:18][cH:19][cH:20]2)[cH:10][cH:11][cH:12]1)[O:21][CH3:22])=[O:23].[CH3:29][N:30]([c:31]1[cH:32][cH:33][n:34][cH:35][cH:36]1)[CH3:37].[Cl:38][CH2:39][Cl:40].[S:24]([Cl:25])([CH3:26])(=[O:27])=[O:28]>>[CH3:1][O:2][C:3]([C:4](=[CH:5][c:7]1[cH:8][c:9]([O:13][CH2:14][c:15]2[cH:16][cH:17][cH:18][cH:19][cH:20]2)[cH:10][cH:11][cH:12]1)[O:21][CH3:22])=[O:23]. The reactants are O=C1N(C(C1NC(COC1=CC=CC=C1)=O)SNCCC)C(C(=O)OC)C(=C)C (Methyl 2-oxo-3-(2-phenoxyacetamido)-4-propylaminothio-α-isopropenylazetidine-1-acetate), Cl (hydrochloric acid). The solvent is C(Cl)Cl (methylene chloride). Reaction conditions: time 10 hour. Product: ClC1(CS[C@H]2N(C1C(=O)OC)C(C2NC(COC2=CC=CC=C2)=O)=O)C (methyl 3-chloro-3-methyl-7-(2-phenoxyacetamido)cepham-4-carboxylate). RXN SMILES: [O:1]=[C:2]1[CH:5]([NH:6][C:7](=[O:16])[CH2:8][O:9][C:10]2[CH:15]=[CH:14][CH:13]=[CH:12][CH:11]=2)[CH:4]([S:17]NCCC)[N:3]1[CH:22]([C:27]([CH3:29])=[CH2:28])[C:23]([O:25][CH3:26])=[O:24].[ClH:30]>C(Cl)Cl>[Cl:30][C:27]1([CH3:29])[CH:22]([C:23]([O:25][CH3:26])=[O:24])[N:3]2[C:2](=[O:1])[CH:5]([NH:6][C:7](=[O:16])[CH2:8][O:9][C:10]3[CH:15]=[CH:14][CH:13]=[CH:12][CH:11]=3)[C@H:4]2[S:17][CH2:28]1. Reported procedure: Methyl 2-oxo-3-(2-phenoxyacetamido)-4-propylaminothio-α-isopropenylazetidine-1-acetate (0.43 g) was dissolved in dried methylene chloride. To this solution was added 5% methanolic hydrochloric acid (2 ml) and the mixture was stirred for 10 hours at room temperature. After the reaction, the reaction mixture was concentrated under reduced pressure and the residue was extracted with ethyl acetate. The extract was washed with water and dried. The solvent was distilled off and the residue was subject...